From a dataset of the Open Reaction Database (ORD), a public repository of structured organic reaction records. describe an organic reaction: reactants, conditions, products, and yield The reactants are C(C)(=O)NC1=CC=C(C=CC(=O)O)C=C1 (4-Acetamidocinnamic acid). The reagents and catalysts are [Pd] (palladium on carbon). Run in CO (methanol). Reaction conditions: temperature 25 celsius, time 3 hour. Product: C(C)(=O)NC1=CC=C(C=C1)CCC(=O)O (3-(4-acetamidophenyl)propionic acid). The yield is 85.4%. Reaction SMILES: [C:1]([NH:4][C:5]1[CH:15]=[CH:14][C:8]([CH:9]=[CH:10][C:11]([OH:13])=[O:12])=[CH:7][CH:6]=1)(=[O:3])[CH3:2]>CO.[Pd]>[C:1]([NH:4][C:5]1[CH:15]=[CH:14][C:8]([CH2:9][CH2:10][C:11]([OH:13])=[O:12])=[CH:7][CH:6]=1)(=[O:3])[CH3:2]. Procedure: 4-Acetamidocinnamic acid (80 mg) was suspended in methanol (5 ml) and 10% palladium on carbon (15 mg) was added thereto. The mixture was stirred under hydrogen atmosphere at 25° C. for 3 hours. Catalyst was removed and the solution was concentrated to give 3-(4-acetamidophenyl)propionic acid (69 mg) as a solid. The reactants are FC(C(CNCC1=CC=CC=C1)(O)CNCC1=CC=CC=C1)(F)F (1,1,1-trifluoro-3-[(phenylmethyl)amino]-2-{[(phenylmethyl)amino]methyl}-2-propanol). The reagents and catalysts are [OH-].[OH-].[Pd+2] (Pearlman's catalyst). Solvent: C(C)O (ethanol). The product is NCC(C(F)(F)F)(O)CN (3-Amino-2-(aminomethyl)-1,1,1-trifluoro-2-propanol). Isolated yield 126.6%. Reaction SMILES: [F:1][C:2]([F:24])([F:23])[C:3]([CH2:14][NH:15]CC1C=CC=CC=1)([OH:13])[CH2:4][NH:5]CC1C=CC=CC=1>C(O)C.[OH-].[OH-].[Pd+2]>[NH2:5][CH2:4][C:3]([CH2:14][NH2:15])([OH:13])[C:2]([F:24])([F:23])[F:1] |f:2.3.4|. Procedure: A solution of 1,1,1-trifluoro-3-[(phenylmethyl)amino]-2-{[(phenylmethyl)amino]methyl}-2-propanol (8.15 g, 24.1 mmol) in ethanol (200 ml) was stirred under a hydrogen atmosphere over Pearlman's catalyst (500 mg) for 24 hours. The catalyst was filtered off and the filtrate concentrated under reduced pressure. The residue was redissolved in methanol and concentrated under reduced pressure to give an oil (4.825 g). This oil was redissolved in ethanol (200 ml) and stirred under a hydrogen atmosphere ... The reactants are O=[N+]([O-])c1ccn(Cc2ccc(CO)o2)n1, N#N, O=[Mn]=O. Product: O=Cc1ccc(Cn2ccc([N+](=O)[O-])n2)o1. Reaction SMILES: [N+:3](=[O:4])([O-:5])[c:6]1[n:7][n:8]([CH2:11][c:12]2[cH:13][cH:14][c:15]([CH2:17][OH:18])[o:16]2)[cH:9][cH:10]1.[N:1]#[N:2].[O:19]=[Mn:20]=[O:21]>>[N+:3](=[O:4])([O-:5])[c:6]1[n:7][n:8]([CH2:11][c:12]2[cH:13][cH:14][c:15]([CH:17]=[O:18])[o:16]2)[cH:9][cH:10]1.